This data is from the Open Reaction Database (ORD), a public repository of structured organic reaction records. The task is: describe an organic reaction: reactants, conditions, products, and yield Starting materials: C(C)O\C(\C(=O)OCC)=C/C1=CC=C(C=C1)C1=CC(=CC=C1)N(C(=O)NC1=CC=C(C=C1)C(F)(F)F)C (ethyl (Z)-2-ethoxy-3-{3′-[1-methyl-3-(4-trifluoromethylphenyl)ureido]biphenyl-4-yl}acrylate), C(C)O\C(\C(=O)O)=C/C1=CC=C(C=C1)C1=CC(=CC=C1)N(C(=O)NC1=CC=C(C=C1)C(F)(F)F)C ((Z)-2-ethoxy-3-{3′-[1-methyl-3-(4-trifluoromethylphenyl)ureido]biphenyl-4-yl}acrylic acid). The product is CCO\C(=C/C(=O)O)\C1=CC=C(C=C1)C1=CC(=CC=C1)N(C(=O)NC1=CC=C(C=C1)C(F)(F)F)C (b-(Z)-2-ethoxy-3-{3′-[1-methyl-3-(4-trifluoromethylphenyl)ureido]biphenyl-4-yl}acrylic acid). Reaction SMILES: [CH2:1]([O:3]/C(=C\C1C=CC(C2C=CC=C(N(C)C(NC3C=CC(C(F)(F)F)=CC=3)=O)C=2)=CC=1)/C(OCC)=O)[CH3:2].C(O/[C:41](=[CH:45]\[C:46]1[CH:51]=[CH:50][C:49]([C:52]2[CH:57]=[CH:56][CH:55]=[C:54]([N:58]([CH3:72])[C:59]([NH:61][C:62]3[CH:67]=[CH:66][C:65]([C:68]([F:71])([F:70])[F:69])=[CH:64][CH:63]=3)=[O:60])[CH:53]=2)=[CH:48][CH:47]=1)/[C:42]([OH:44])=[O:43])C>>[CH3:2][CH2:1][O:3]/[C:45](/[C:46]1[CH:51]=[CH:50][C:49]([C:52]2[CH:57]=[CH:56][CH:55]=[C:54]([N:58]([CH3:72])[C:59]([NH:61][C:62]3[CH:63]=[CH:64][C:65]([C:68]([F:70])([F:69])[F:71])=[CH:66][CH:67]=3)=[O:60])[CH:53]=2)=[CH:48][CH:47]=1)=[CH:41]\[C:42]([OH:44])=[O:43]. Procedure details: In a manner similar to that of Example 43e, starting with 1.5 g (3 mmol) of ethyl (Z)-2-ethoxy-3-{3′-[1-methyl-3-(4-trifluoromethylphenyl)ureido]biphenyl-4-yl}acrylate, g (%) of (Z)-2-ethoxy-3-{3′-[1-methyl-3-(4-trifluoromethylphenyl)ureido]biphenyl-4-yl}acrylic acid are obtained in the form of a tacky paste. Starting materials: COc1c(C)c(Cc2ccc(O)c(C(=O)N3CCOCC3)c2)c(OC)c(OC)c1OC, [Na+], [OH-], c1ccc(P(c2ccccc2)c2ccccc2)cc1, c1ccccc1, OCc1ccncc1. The product is COc1c(C)c(Cc2ccc(OCc3ccncc3)c(C(=O)N3CCOCC3)c2)c(OC)c(OC)c1OC. RXN SMILES: [CH3:28][O:29][c:30]1[c:31]([CH3:58])[c:32]([CH2:33][c:34]2[cH:35][cH:36][c:37]([OH:48])[c:38]([C:39](=[O:40])[N:41]3[CH2:42][CH2:43][O:44][CH2:45][CH2:46]3)[cH:47]2)[c:49]([O:56][CH3:57])[c:50]([O:54][CH3:55])[c:51]1[O:52][CH3:53].[Na+:60].[OH-:59].[c:9]1([P:10]([c:11]2[cH:12][cH:13][cH:14][cH:15][cH:16]2)[c:17]2[cH:18][cH:19][cH:20][cH:21][cH:22]2)[cH:23][cH:24][cH:25][cH:26][cH:27]1.[cH:61]1[cH:62][cH:63][cH:64][cH:65][cH:66]1.[n:1]1[cH:2][cH:3][c:4]([CH2:7][OH:8])[cH:5][cH:6]1>>[n:1]1[cH:2][cH:3][c:4]([CH2:7][O:8][c:37]2[cH:36][cH:35][c:34]([CH2:33][c:32]3[c:31]([CH3:58])[c:30]([O:29][CH3:28])[c:51]([O:52][CH3:53])[c:50]([O:54][CH3:55])[c:49]3[O:56][CH3:57])[cH:47][c:38]2[C:39](=[O:40])[N:41]2[CH2:42][CH2:43][O:44][CH2:45][CH2:46]2)[cH:5][cH:6]1.